From a dataset of the Open Reaction Database (ORD), a public repository of structured organic reaction records. describe an organic reaction: reactants, conditions, products, and yield The reactants are S(=O)(Cl)Cl (Thionyl chloride), C(N)(=O)C=1C=CC=2C(C3=CC=CC=C3S(C2C1)(=O)=O)=O (3-Carbamoylthioxanthone-10,10-dioxide), ice water. Run in CN(C=O)C (dimethyl formamide). Run at temperature -10 celsius, time 2 hour. Yields the product C(#N)C=1C=CC=2C(C3=CC=CC=C3S(C2C1)(=O)=O)=O (3-cyanothioxanthone-10,10-dioxide). As a reaction SMILES: [C:1]([C:4]1[CH:5]=[CH:6][C:7]2[C:8](=[O:20])[C:9]3[C:14]([S:15](=[O:19])(=[O:18])[C:16]=2[CH:17]=1)=[CH:13][CH:12]=[CH:11][CH:10]=3)(=O)[NH2:2].S(Cl)(Cl)=O>CN(C)C=O>[C:1]([C:4]1[CH:5]=[CH:6][C:7]2[C:8](=[O:20])[C:9]3[C:14]([S:15](=[O:18])(=[O:19])[C:16]=2[CH:17]=1)=[CH:13][CH:12]=[CH:11][CH:10]=3)#[N:2]. Procedure: 3-Carbamoylthioxanthone-10,10-dioxide (32.5 g) was dissolved in dimethyl formamide (ca. 1 litre) and cooled to -10° C in a solid carbon dioxide ethanol bath. Thionyl chloride (80 ml) was then added dropwise over 0.5 hour, maintaining the internal temperature at -5° to -10° C. Stirring was continued at this temperature for a further 2 hours. The reaction mixture was then poured into ice-water. The precipitated solid was filtered off, washed well with water, and dried at 100° C. The resulting 3-cy... Starting materials: COC=1C=C(CNC(COC)C)C=CC1OC (N-(3,4-dimethoxybenzyl)-N-(2-methoxy-1-methylethyl)amine), [OH-].[Na+] (sodium hydroxide), solid, ice water, COC=1C=C(CN)C=CC1OC (3,4-dimethoxybenzylamine), COCC(C)=O (methoxy acetone), ClC(C(=O)Cl)Cl (dichloro-acetylchloride), ClC(C(=O)Cl)Cl (dichloroacetylchloride). Solvent: C1(=CC=CC=C1)C (toluene), O (water), C1(=CC=CC=C1)C.CCCCC (toluene pentane), C1(=CC=CC=C1)C (toluene). The product is COC=1C=C(CN(C(C(Cl)Cl)=O)C(COC)C)C=CC1OC (N-(3,4-dimethoxybenzyl)-N-(2-methoxy-1-methylethyl)-dichloroacetamide). Yield: 61.2%. As a reaction SMILES: [CH3:1][O:2][C:3]1[CH:4]=[C:5]([CH:13]=[CH:14][C:15]=1[O:16][CH3:17])[CH2:6][NH:7][CH:8]([CH3:12])[CH2:9][O:10][CH3:11].COC1C=C(C=CC=1OC)CN.COCC(=O)C.[OH-].[Na+].[Cl:38][CH:39]([Cl:43])[C:40](Cl)=[O:41]>C1(C)C=CC=CC=1.C1(C)C=CC=CC=1.CCCCC.O>[CH3:1][O:2][C:3]1[CH:4]=[C:5]([CH:13]=[CH:14][C:15]=1[O:16][CH3:17])[CH2:6][N:7]([CH:8]([CH3:12])[CH2:9][O:10][CH3:11])[C:40](=[O:41])[CH:39]([Cl:43])[Cl:38] |f:3.4,7.8|. Procedure: A solution consisting of 23.8 g of N-(3,4-dimethoxybenzyl)-N-(2-methoxy-1-methylethyl)amine (prepared by condensing 3,4-dimethoxybenzylamine and methoxy acetone and hydrogenating the condensation product), 80 ml of toluene, and 20 ml of water in which 4 g of solid sodium hydroxide were dissolved is prepared and cooled down to -10° to -15°. Another solution of 14.7 g of dichloroacetylchloride in 10 ml of toluene is then added dropwise thereto while stirring. The mixture is stirred for one hour af... Starting materials: C(C)(=O)NC=1C=C(C(=NC1C)C(=O)OCC)C(=O)OCC (5-acetamido-6-methylpyridine-2,3-dicarboxylic acid, diethyl ester), [H-].[Na+] (sodium hydride), CI (methyl iodide). Run in O1CCCC1 (tetrahydrofuran). Conditions: time 1 hour. The product is CC1=C(C=C(C(=N1)C(=O)OCC)C(=O)OCC)N(C(C)=O)C (6-methyl-5-(N-methylacetamido)-pyridine-2,3-dicarboxylic acid, diethyl ester). RXN SMILES: [C:1]([NH:4][C:5]1[CH:6]=[C:7]([C:17]([O:19][CH2:20][CH3:21])=[O:18])[C:8]([C:12]([O:14][CH2:15][CH3:16])=[O:13])=[N:9][C:10]=1[CH3:11])(=[O:3])[CH3:2].[H-].[Na+].[CH3:24]I>O1CCCC1>[CH3:11][C:10]1[N:9]=[C:8]([C:12]([O:14][CH2:15][CH3:16])=[O:13])[C:7]([C:17]([O:19][CH2:20][CH3:21])=[O:18])=[CH:6][C:5]=1[N:4]([CH3:24])[C:1](=[O:3])[CH3:2] |f:1.2|. Procedure details: A stirred mixture of 2.94 g of 5-acetamido-6-methylpyridine-2,3-dicarboxylic acid, diethyl ester, and 0.44 g of 60% sodium hydride in 200 mL dry tetrahydrofuran is kept at room temperature for 1 hour, then 0.93 mL of methyl iodide is added, and the reaction is stirred for an additional 4 hours. The reaction is concentrated in vacuo, and the residue is slurried in water, the pH is adjusted to 3 with hydrochloric acid, and the mixture is extracted with methylenechloride. The organic phase is dried... Yields the product NC(=O)C1=C(C=NN1C1=CC(=CC=C1)Cl)C(=O)OCC (Ethyl 5-aminocarbonyl-1-(3-chlorophenyl)-4-pyrazolecarboxylate). Procedure: A 2.5 g. portion of 4-carboxy-1-(3-chlorophenyl)-5-pyrazolecarboxamide was suspended in 50 ml. of absolute ethanol, made acid, and esterified and isolated as described in Example 14 above. The product was 1.64 g. of the desired product, m.p. 132°, and its elemental analysis was as follows. Starting materials: C(=O)(O)C=1C=NN(C1C(=O)N)C1=CC(=CC=C1)Cl (4-carboxy-1-(3-chlorophenyl)-5-pyrazolecarboxamide), C(C)O (ethanol). Reaction SMILES: [C:1]([C:4]1[CH:5]=[N:6][N:7]([C:12]2[CH:17]=[CH:16][CH:15]=[C:14]([Cl:18])[CH:13]=2)[C:8]=1[C:9]([NH2:11])=[O:10])([OH:3])=[O:2].[CH2:19](O)[CH3:20]>>[NH2:11][C:9]([C:8]1[N:7]([C:12]2[CH:17]=[CH:16][CH:15]=[C:14]([Cl:18])[CH:13]=2)[N:6]=[CH:5][C:4]=1[C:1]([O:3][CH2:19][CH3:20])=[O:2])=[O:10].